Dataset: the Open Reaction Database (ORD), a public repository of structured organic reaction records. Task: describe an organic reaction: reactants, conditions, products, and yield The reactants are COC1=C(C=CC(=C1)OC)CNC1=NC(=CC(=N1)N1C[C@H](CC[C@H]1C(F)(F)F)C(=O)NC1CCCCC1)C1=CC(=C(C=C1)C#N)F (cis-1-[2-({[2,4-bis(methyloxy)phenyl]methyl}amino)-6-(4-cyano-3-fluorophenyl)-4-pyrimidinyl]-N-cyclohexyl-6-(trifluoromethyl)-3-piperidinecarboxamide), O.NN (hydrazine monohydrate). Run in C(C)O (ethanol). Reaction conditions: temperature 100 celsius, time 8 hour. The product is NC1=NNC2=CC(=CC=C12)C1=CC(=NC(=N1)NCC1=C(C=C(C=C1)OC)OC)N1C[C@H](CC[C@H]1C(F)(F)F)C(=O)NC1CCCCC1 (Cis-1-[6-(3-Amino-1H-indazol-6-yl)-2-({[2,4-bis(methyloxy)phenyl]methyl}amino)-4-pyrimidinyl]-N-cyclohexyl-6-(trifluoromethyl)-3-piperidinecarboxamide). The yield is 86.2%. Reaction SMILES: [CH3:1][O:2][C:3]1[CH:8]=[C:7]([O:9][CH3:10])[CH:6]=[CH:5][C:4]=1[CH2:11][NH:12][C:13]1[N:18]=[C:17]([N:19]2[C@H:24]([C:25]([F:28])([F:27])[F:26])[CH2:23][CH2:22][C@H:21]([C:29]([NH:31][CH:32]3[CH2:37][CH2:36][CH2:35][CH2:34][CH2:33]3)=[O:30])[CH2:20]2)[CH:16]=[C:15]([C:38]2[CH:43]=[CH:42][C:41]([C:44]#[N:45])=[C:40](F)[CH:39]=2)[N:14]=1.O.[NH2:48][NH2:49]>C(O)C>[NH2:45][C:44]1[C:41]2[C:40](=[CH:39][C:38]([C:15]3[N:14]=[C:13]([NH:12][CH2:11][C:4]4[CH:5]=[CH:6][C:7]([O:9][CH3:10])=[CH:8][C:3]=4[O:2][CH3:1])[N:18]=[C:17]([N:19]4[C@H:24]([C:25]([F:28])([F:27])[F:26])[CH2:23][CH2:22][C@H:21]([C:29]([NH:31][CH:32]5[CH2:33][CH2:34][CH2:35][CH2:36][CH2:37]5)=[O:30])[CH2:20]4)[CH:16]=3)=[CH:43][CH:42]=2)[NH:49][N:48]=1 |f:1.2|. Reported procedure: To cis-1-[2-({[2,4-bis(methyloxy)phenyl]methyl}amino)-6-(4-cyano-3-fluorophenyl)-4-pyrimidinyl]-N-cyclohexyl-6-(trifluoromethyl)-3-piperidinecarboxamide (304 mg, 0.48 mmol) in ethanol (6 mL) was added hydrazine monohydrate (0.47 mL, 9.5 mmol), and the reaction mixture was stirred overnight at 100° C. into a sealed tube. The reaction was allowed to cool to room temperature and poured onto water (˜200 mL). A white precipitate was formed. The mixture was filtered, and the solid was air dried for 2 ... Reactants: ClCCl, O=C(Cl)c1ccc(OC(F)(F)F)cc1, COc1cc(-c2nn(C3CCC(N4CCN(C)CC4)CC3)c3ncnc(N)c23)ccc1N, c1ccncc1. Yields the product COc1cc(-c2nn(C3CCC(N4CCN(C)CC4)CC3)c3ncnc(N)c23)ccc1NC(=O)c1ccc(OC(F)(F)F)cc1. RXN SMILES: [Cl:47][CH2:48][Cl:49].[F:1][C:2]([O:3][c:4]1[cH:5][cH:6][c:7]([C:10](=[O:11])[Cl:12])[cH:8][cH:9]1)([F:13])[F:14].[NH2:15][c:16]1[c:17]([O:45][CH3:46])[cH:18][c:19](-[c:22]2[n:23][n:24]([CH:32]3[CH2:33][CH2:34][CH:35]([N:38]4[CH2:39][CH2:40][N:41]([CH3:44])[CH2:42][CH2:43]4)[CH2:36][CH2:37]3)[c:25]3[n:26][cH:27][n:28][c:29]([NH2:31])[c:30]23)[cH:20][cH:21]1.[cH:50]1[cH:51][cH:52][n:53][cH:54][cH:55]1>>[F:1][C:2]([O:3][c:4]1[cH:5][cH:6][c:7]([C:10](=[O:11])[NH:15][c:16]2[c:17]([O:45][CH3:46])[cH:18][c:19](-[c:22]3[n:23][n:24]([CH:32]4[CH2:33][CH2:34][CH:35]([N:38]5[CH2:39][CH2:40][N:41]([CH3:44])[CH2:42][CH2:43]5)[CH2:36][CH2:37]4)[c:25]4[n:26][cH:27][n:28][c:29]([NH2:31])[c:30]34)[cH:20][cH:21]2)[cH:8][cH:9]1)([F:13])[F:14].